Task: describe an organic reaction: reactants, conditions, products, and yield. Dataset: the Open Reaction Database (ORD), a public repository of structured organic reaction records Reactants: OC1=CC=C(C(=O)CCCCC(=O)OC)C=C1 (methyl 5-(4-hydroxybenzoyl)pentanoate), C([O-])([O-])=O.[K+].[K+] (potassium carbonate), BrCCCC (1-bromobutane). Run in CC(=O)C (acetone). The product is C(CCC)OC1=CC=C(C(=O)CCCCC(=O)O)C=C1 (5-(4-n-butoxybenzoyl)pentanoic acid). RXN SMILES: [OH:1][C:2]1[CH:17]=[CH:16][C:5]([C:6]([CH2:8][CH2:9][CH2:10][CH2:11][C:12]([O:14]C)=[O:13])=[O:7])=[CH:4][CH:3]=1.C(=O)([O-])[O-].[K+].[K+].Br[CH2:25][CH2:26][CH2:27][CH3:28]>CC(C)=O>[CH2:25]([O:1][C:2]1[CH:17]=[CH:16][C:5]([C:6]([CH2:8][CH2:9][CH2:10][CH2:11][C:12]([OH:14])=[O:13])=[O:7])=[CH:4][CH:3]=1)[CH2:26][CH2:27][CH3:28] |f:1.2.3|. Reported procedure: A mixture of methyl 5-(4-hydroxybenzoyl)pentanoate (2 g), acetone (50 ml), potassium carbonate (2.34 g), and 1-bromobutane (2.0 ml) is gently refluxed for 4 hours. The reaction mixture is filtered and the filtrate concentrated in vacuo. The resulting brown solid is dissolved in ethanol (25 ml) and 2N sodium hydroxide (25 ml), and then refluxed for 4 hours. After washing with ether (100 ml), the aqueous layer is acidified to pH 1.0 with concentrated hydrochloric acid and the product extracted wit... Reactants: O=C([O-])[O-], COC(=O)c1cc(C(=O)OC)n(-c2ccc(OC)cc2)n1, [K+], [K+], C1COCCO1, O, O=S(=O)(O)O. The product is COC(=O)c1cc(C(=O)O)nn1-c1ccc(OC)cc1. As a reaction SMILES: [C:27](=[O:28])([O-:29])[O-:30].[CH3:1][O:2][c:3]1[cH:4][cH:5][c:6](-[n:9]2[n:10][c:11]([C:18](=[O:19])[O:20][CH3:21])[cH:12][c:13]2[C:14](=[O:15])[O:16][CH3:17])[cH:7][cH:8]1.[K+:31].[K+:32].[O:33]1[CH2:34][CH2:35][O:36][CH2:37][CH2:38]1.[OH2:39].[S:22](=[O:23])(=[O:24])([OH:25])[OH:26]>>[CH3:1][O:2][c:3]1[cH:4][cH:5][c:6](-[n:9]2[n:10][c:11]([C:18](=[O:19])[OH:20])[cH:12][c:13]2[C:14](=[O:15])[O:16][CH3:17])[cH:7][cH:8]1. Reactants: ClC[Si](C)(C)C (chloromethyltrimethylsilane), BrCC1=CC(=C(C(=C1)CC)O)CC (4-bromomethyl-2,6-diethylphenol), ice hydrochloric acid, [Mg] (magnesium), [Mg] (magnesium). Solvent: C(C)OCC (ethyl ether), C(C)OCC (ethyl ether), C(C)OCC (ethyl ether). Product: C(C)C1=C(C(=CC(=C1)CC[Si](C)(C)C)CC)O (2,6-diethyl-4-[2-(trimethylsilyl)ethyl]-phenol). Reaction SMILES: [Mg].Cl[CH2:3][Si:4]([CH3:7])([CH3:6])[CH3:5].Br[CH2:9][C:10]1[CH:15]=[C:14]([CH2:16][CH3:17])[C:13]([OH:18])=[C:12]([CH2:19][CH3:20])[CH:11]=1>C(OCC)C>[CH2:19]([C:12]1[CH:11]=[C:10]([CH2:9][CH2:3][Si:4]([CH3:7])([CH3:6])[CH3:5])[CH:15]=[C:14]([CH2:16][CH3:17])[C:13]=1[OH:18])[CH3:20]. Procedure details: Mix magnesium turnings (240 mg, 10 mmol) and anhydrous ethyl ether under an inert atmosphere. Add a solution of chloromethyltrimethylsilane (1.9 g, 10 mmol) in anhydrous ethyl ether. Stir until the magnesium metal dissolves. Add a solution of 4-bromomethyl-2,6-diethylphenol (2.43 g, 10 mmol) in anhydrous ethyl ether and reflux the mixture until the reaction is complete. Pour onto a mixture of ice/hydrochloric acid and separate the layers. Wash the ethereal layer with water, dry (MgSO4) and evapo... Starting materials: CC(=O)OC1CCC(=O)CC1, ClC(Cl)Cl, O=C(OO)c1cccc(Cl)c1. As a reaction SMILES: [C:1]([CH3:2])(=[O:3])[O:4][CH:5]1[CH2:6][CH2:7][C:8](=[O:11])[CH2:9][CH2:10]1.[CH:23]([Cl:24])([Cl:25])[Cl:26].[Cl:12][c:13]1[cH:14][cH:15][cH:16][c:17]([C:18]([O:19][OH:21])=[O:20])[cH:22]1>>[C:1]([CH3:2])(=[O:3])[O:4][CH:5]1[CH2:6][CH2:7][O:11][C:8](=[O:20])[CH2:9][CH2:10]1. Yields the product CC(=O)OC1CCOC(=O)CC1. Reactants: COCOc1ccc(Br)c(OCOC)c1, [Li]CCCC, O=C1CCC2(CC1)OCCO2, C1CCOC1, CCOC(C)=O, Cl. Yields the product COCOc1ccc(C2(O)CCC3(CC2)OCCO3)c(OCOC)c1. RXN SMILES: [Br:1][c:2]1[c:3]([O:12][CH2:13][O:14][CH3:15])[cH:4][c:5]([O:8][CH2:9][O:10][CH3:11])[cH:6][cH:7]1.[CH2:16]([Li:17])[CH2:18][CH2:19][CH3:20].[CH2:21]1[CH2:22][O:23][C:24]2([CH2:25][CH2:26][C:27](=[O:30])[CH2:28][CH2:29]2)[O:31]1.[CH2:33]1[O:34][CH2:35][CH2:36][CH2:37]1.[CH3:38][CH2:39][O:40][C:41](=[O:42])[CH3:43].[ClH:32]>>[c:2]1([C:27]2([OH:30])[CH2:26][CH2:25][C:24]3([O:23][CH2:22][CH2:21][O:31]3)[CH2:29][CH2:28]2)[c:3]([O:12][CH2:13][O:14][CH3:15])[cH:4][c:5]([O:8][CH2:9][O:10][CH3:11])[cH:6][cH:7]1.